Dataset: the Open Reaction Database (ORD), a public repository of structured organic reaction records. Task: describe an organic reaction: reactants, conditions, products, and yield Reactants: C1(=CC=CC=C1)C (toluene), [N+](=O)([O-])C1=C(C=CC(=C1)C)C (2-Nitro-p-xylene), zirconium (IV) diacetate oxide, Br (hydrobromic acid), C(C)(=O)O (acetic acid), C1(=CC=CC=C1)C (toluene), O=O (oxygen), 18, C(C)(=O)O (acetic acid), O=O (oxygen). The reagents and catalysts are O.O.O.O.C(C)(=O)[O-].[Co+2].C(C)(=O)[O-] (cobalt (II) acetate tetrahydrate), O.O.O.O.C(C)(=O)[O-].[Mn+2].C(C)(=O)[O-] (manganese (II) acetate tetrahydrate), [Ti] (titanium). Product: C(C1=CC=CC=C1)(=O)O (benzoic acid). As a reaction SMILES: [N+]([C:4]1[CH:9]=[C:8](C)C=[CH:6][C:5]=1C)([O-])=O.Br.O=O.C1(C)C=CC=CC=1.[C:22]([OH:25])(=[O:24])[CH3:23]>O.O.O.O.C([O-])(=O)C.[Co+2].C([O-])(=O)C.O.O.O.O.C([O-])(=O)C.[Mn+2].C([O-])(=O)C.[Ti]>[C:22]([OH:25])(=[O:24])[C:23]1[CH:8]=[CH:9][CH:4]=[CH:5][CH:6]=1 |f:5.6.7.8.9.10.11,12.13.14.15.16.17.18|. Reported procedure: 2-Nitro-p-xylene (40 g), acetic acid (300 g), cobalt (II) acetate tetrahydrate (1.0 g), manganese (II) acetate tetrahydrate (1.0 g), zirconium (IV) diacetate oxide (0.13 g), and 48% hydrobromic acid (1.4 g) were charged into a stirred, one liter titanium autoclave. Oxidation was initiated at an initial temperature of 325° F. under a 250 psig nitrogen atmosphere by introducing 20.9 volume % oxygen into the reactor at a flow rate of 18 ft3 /hr. After the initial oxygen uptake had ceased, a solutio... Starting materials: CCCCS(=O)c1cc(OCC(O)CNC2CCC(c3ccc(OC(C)(C)C(=O)OCC)cc3)CC2)ccc1OCc1ccccc1, O=C(O)C(F)(F)F. Yields the product CCCCS(=O)c1cc(OCC(O)CNC2CCC(c3ccc(OC(C)(C)C(=O)OCC)cc3)CC2)ccc1O. As a reaction SMILES: [CH2:1]([c:2]1[cH:3][cH:4][cH:5][cH:6][cH:7]1)[O:8][c:9]1[c:10]([S:42](=[O:43])[CH2:44][CH2:45][CH2:46][CH3:47])[cH:11][c:12]([O:13][CH2:14][CH:15]([CH2:16][NH:17][CH:18]2[CH2:19][CH2:20][CH:21]([c:24]3[cH:25][cH:26][c:27]([O:28][C:29]([C:30](=[O:31])[O:32][CH2:33][CH3:34])([CH3:35])[CH3:36])[cH:37][cH:38]3)[CH2:22][CH2:23]2)[OH:39])[cH:40][cH:41]1.[OH:48][C:49]([C:50]([F:51])([F:52])[F:53])=[O:54]>>[OH:8][c:9]1[c:10]([S:42](=[O:43])[CH2:44][CH2:45][CH2:46][CH3:47])[cH:11][c:12]([O:13][CH2:14][CH:15]([CH2:16][NH:17][CH:18]2[CH2:19][CH2:20][CH:21]([c:24]3[cH:25][cH:26][c:27]([O:28][C:29]([C:30](=[O:31])[O:32][CH2:33][CH3:34])([CH3:35])[CH3:36])[cH:37][cH:38]3)[CH2:22][CH2:23]2)[OH:39])[cH:40][cH:41]1. The reactants are IC1=C(C=CC(=N1)C)O (6-iodo-2-picolin-5-ol), C([O-])([O-])=O.[K+].[K+] (potassium carbonate), BrCC(=O)OCC (ethyl bromoacetate). Solvent: CC(=O)C (acetone). Run at time 8 hour. The product is IC1=C(C=CC(=N1)C)OCC(=O)O (6-iodo-2-methylpyridine-5-oxyacetic acid). Isolated yield 56.3%. As a reaction SMILES: [I:1][C:2]1[N:7]=[C:6]([CH3:8])[CH:5]=[CH:4][C:3]=1[OH:9].C(=O)([O-])[O-].[K+].[K+].Br[CH2:17][C:18]([O:20]CC)=[O:19]>CC(C)=O>[I:1][C:2]1[N:7]=[C:6]([CH3:8])[CH:5]=[CH:4][C:3]=1[O:9][CH2:17][C:18]([OH:20])=[O:19] |f:1.2.3|. Procedure: The mixture of 6-iodo-2-picolin-5-ol (235 mg, 1.0 mmol), potassium carbonate (455 mg, 3.3 mmol), ethyl bromoacetate (250 mg, 1.49 mmol) and acetone (15 ml) was refluxed for 15 h. After cooling, the mixture was filtered to remove potassium carbonate. The filtrate was concentrated under reduced pressure. To this residue, 10 ml of dioxane and 14 ml 5% sodium hydroxide solution were added. After the mixture was stirred at room temperature overnight, it was acidified with concentrated hydrochloric ac...